This data is from the Open Reaction Database (ORD), a public repository of structured organic reaction records. The task is: describe an organic reaction: reactants, conditions, products, and yield The reactants are ClCCl (dichloromethane), [Si](C)(C)(C(C)(C)C)O[C@@H]1CC[C@H](CC1)N1N=C(C(=C1)B1OC(C(O1)(C)C)(C)C)OC (1-(trans-4-{[tert-butyl(dimethyl)silyl]oxy}cyclohexyl)-3-methoxy-4-(4,4,5,5-tetramethyl-1,3,2-dioxaborolan-2-yl)-1H-pyrazole), N#N (N2), N#N (N2), Cl (HCl), ClCCl (dichloromethane), BrC=1C=C2C(=NC1)N(C=C2[C@H](C)C2=C(C(=CC=C2OC(F)F)F)Cl)C(=O)OC(C)(C)C (tert-butyl 5-bromo-3-{(1S)-1-[2-chloro-6-(difluoromethoxy)-3-fluorophenyl]ethyl}-1H-pyrrolo[2,3-b]pyridine-1-carboxylate), C([O-])([O-])=O.[K+].[K+] (potassium carbonate), [Si](C)(C)(C(C)(C)C)O[C@@H]1CC[C@H](CC1)N1N=C(C(=C1)B1OC(C(O1)(C)C)(C)C)OC (1-(trans-4-{[tert-butyl(dimethyl)silyl]oxy}cyclohexyl)-3-methoxy-4-(4,4,5,5-tetramethyl-1,3,2-dioxaborolan-2-yl)-1H-pyrazole). Reagents/catalysts: C1=CC=C(C=C1)P(C2=CC=CC=C2)[C]3[CH][CH][CH][CH]3.C1=CC=C(C=C1)P(C2=CC=CC=C2)[C]3[CH][CH][CH][CH]3.Cl[Pd]Cl.[Fe] (1,1′-bis(diphenylphosphino)ferrocenepalladium (II) dichloride), C1=CC=C(C=C1)P(C2=CC=CC=C2)[C]3[CH][CH][CH][CH]3.C1=CC=C(C=C1)P(C2=CC=CC=C2)[C]3[CH][CH][CH][CH]3.Cl[Pd]Cl.[Fe] (1,1′-bis(diphenylphosphino)ferrocenepalladium (II) dichloride). Run in O1CCOCC1 (1,4-dioxane), O1CCOCC1.O (dioxane H2O). Conditions: temperature 100 celsius. Product: ClC1=C(C(=CC=C1F)OC(F)F)[C@@H](C)C1=CNC2=NC=C(C=C21)C=2C(=NN(C2)[C@@H]2CC[C@H](CC2)O)OC (trans-4-[4-(3-{(1S)-1-[2-chloro-6-(difluoromethoxy)-3-fluorophenyl]ethyl}-1H-pyrrolo[2,3-b]pyridin-5-yl)-3-methoxy-1H-pyrazol-1-yl]cyclohexanol). Reaction SMILES: [Si]([O:8][C@H:9]1[CH2:14][CH2:13][C@H:12]([N:15]2[CH:19]=[C:18](B3OC(C)(C)C(C)(C)O3)[C:17]([O:29][CH3:30])=[N:16]2)[CH2:11][CH2:10]1)(C(C)(C)C)(C)C.Br[C:32]1[CH:33]=[C:34]2[C:40]([C@@H:41]([C:43]3[C:48]([O:49][CH:50]([F:52])[F:51])=[CH:47][CH:46]=[C:45]([F:53])[C:44]=3[Cl:54])[CH3:42])=[CH:39][N:38](C(OC(C)(C)C)=O)[C:35]2=[N:36][CH:37]=1.C(=O)([O-])[O-].[K+].[K+].ClCCl.N#N.Cl>O1CCOCC1.C1C=CC(P([C]2[CH][CH][CH][CH]2)C2C=CC=CC=2)=CC=1.C1C=CC(P([C]2[CH][CH][CH][CH]2)C2C=CC=CC=2)=CC=1.Cl[Pd]Cl.[Fe].O1CCOCC1.O>[Cl:54][C:44]1[C:45]([F:53])=[CH:46][CH:47]=[C:48]([O:49][CH:50]([F:51])[F:52])[C:43]=1[C@H:41]([C:40]1[C:34]2[C:35](=[N:36][CH:37]=[C:32]([C:18]3[C:17]([O:29][CH3:30])=[N:16][N:15]([C@H:12]4[CH2:11][CH2:10][C@H:9]([OH:8])[CH2:14][CH2:13]4)[CH:19]=3)[CH:33]=2)[NH:38][CH:39]=1)[CH3:42] |f:2.3.4,9.10.11.12,13.14,^1:84,85,86,87,88,102,103,104,105,106|. Procedure: A solution of 1-(trans-4-{[tert-butyl(dimethyl)silyl]oxy}cyclohexyl)-3-methoxy-4-(4,4,5,5-tetramethyl-1,3,2-dioxaborolan-2-yl)-1H-pyrazole (0.0305 g, 0.0698 mmol), tert-butyl 5-bromo-3-{(1S)-1-[2-chloro-6-(difluoromethoxy)-3-fluorophenyl]ethyl}-1H-pyrrolo[2,3-b]pyridine-1-carboxylate (0.0330 g, 0.0635 mmol), potassium carbonate (0.0263 g, 0.190 mmol), and 1,1′-bis(diphenylphosphino)ferrocenepalladium (II) dichloride.dichloromethane (5.18 mg, 0.00635 mmol) in previously degassed dioxane/H2O (5:1)... The reactants are CC(=O)O[BH-](OC(C)=O)OC(C)=O, CCCN, CO, CO, Cl, [Na+], O=C1CCC(Nc2ccc3[nH]ncc3c2)CC1. The product is CCCNC1CCC(Nc2ccc3[nH]ncc3c2)CC1. RXN SMILES: [C:22]([O:23][BH-:24]([O:25][C:26](=[O:27])[CH3:28])[O:29][C:30](=[O:31])[CH3:32])(=[O:33])[CH3:34].[CH3:18][CH2:19][CH2:20][NH2:21].[CH3:36][OH:37].[CH3:39][OH:40].[ClH:38].[Na+:35].[nH:1]1[n:2][cH:3][c:4]2[cH:5][c:6]([NH:10][CH:11]3[CH2:12][CH2:13][C:14](=[O:17])[CH2:15][CH2:16]3)[cH:7][cH:8][c:9]12>>[nH:1]1[n:2][cH:3][c:4]2[cH:5][c:6]([NH:10][CH:11]3[CH2:12][CH2:13][CH:14]([NH:21][CH2:20][CH2:19][CH3:18])[CH2:15][CH2:16]3)[cH:7][cH:8][c:9]12. Starting materials: CC=1C(=C(N)C=CC1)N1CCOCC1 (3-methyl-2-morpholinoaniline), C(=S)(Cl)Cl (thiophosgene). Solvent: O1CCOCC1 (dioxane), O (water). Yields the product CC=1C(=C(C=CC1)N=C=S)N1CCOCC1 (3-methyl-2-morpholinophenyl isothiocyanate). As a reaction SMILES: [CH3:1][C:2]1[C:3]([N:9]2[CH2:14][CH2:13][O:12][CH2:11][CH2:10]2)=[C:4]([CH:6]=[CH:7][CH:8]=1)[NH2:5].[C:15](Cl)(Cl)=[S:16]>O1CCOCC1.O>[CH3:1][C:2]1[C:3]([N:9]2[CH2:14][CH2:13][O:12][CH2:11][CH2:10]2)=[C:4]([N:5]=[C:15]=[S:16])[CH:6]=[CH:7][CH:8]=1. Procedure: Reaction of 3-methyl-2-morpholinoaniline (9.4 g) with thiophosgene (6 ml) in dioxane (50 ml) and water (200 ml) at 0° C. for 30 minutes and at room temperature for 2 hours gave a product which was extracted with dichloromethane to give 3-methyl-2-morpholinophenyl isothiocyanate as a red oil. Reactants: [Na+], [OH-], O, CN1CCN(S(=O)(=O)c2ccc(-c3c(O)[nH]c4ccc(C#N)cc34)nc2)CC1. Product: CN1CCN(S(=O)(=O)c2ccc(-c3c(O)[nH]c4ccc(C(=O)O)cc34)nc2)CC1. As a reaction SMILES: [Na+:30].[OH-:29].[OH2:31].[OH:1][c:2]1[nH:3][c:4]2[cH:5][cH:6][c:7]([C:27]#[N:28])[cH:8][c:9]2[c:10]1-[c:11]1[n:12][cH:13][c:14]([S:17](=[O:18])(=[O:19])[N:20]2[CH2:21][CH2:22][N:23]([CH3:26])[CH2:24][CH2:25]2)[cH:15][cH:16]1>>[OH:1][c:2]1[nH:3][c:4]2[cH:5][cH:6][c:7]([C:27](=[O:29])[OH:31])[cH:8][c:9]2[c:10]1-[c:11]1[n:12][cH:13][c:14]([S:17](=[O:18])(=[O:19])[N:20]2[CH2:21][CH2:22][N:23]([CH3:26])[CH2:24][CH2:25]2)[cH:15][cH:16]1. The reactants are C(=O)C=O (glyoxal), COC1=C(C(=C(OC)C=C1)N)N (2,3-diaminohydroquinone dimethyl ether). Product: COC1=C2N=CC=NC2=C(C=C1)OC (5,8-dimethoxyquinoxaline). Yield: 75.4%. Conditions: temperature 50 celsius, time 1 hour. Reaction SMILES: [CH:1]([CH:3]=O)=O.[CH3:5][O:6][C:7]1[CH:14]=[CH:13][C:10]([O:11][CH3:12])=[C:9]([NH2:15])[C:8]=1[NH2:16]>O>[CH3:12][O:11][C:10]1[CH:13]=[CH:14][C:7]([O:6][CH3:5])=[C:8]2[C:9]=1[N:15]=[CH:1][CH:3]=[N:16]2. The solvent is O (water). Procedure: A mixture of 10 g (0.17 mol) of glyoxal in 50 ml of water was added to 5 g (0.03 mol) of 2,3-diaminohydroquinone dimethyl ether, and stirred at 50° C. for 1 hour. After allowing to cool to room temperature, the reaction solution was extracted with chloroform, and the extract was dried and concentrated. Recrystallization of the residue from benzene gave 4.3 g (75%) of the title compound. m.p. 145°-150° C. Reactants: ClC=1C(=NC=NC1Cl)N (5,6-dichloropyrimidin-4-amine), N[C@@H]1CN(C[C@H]1O)C(=O)OC(C)(C)C (trans-tert-butyl 3-amino-4-hydroxypyrrolidine-1-carboxylate), O(C1=CC=CC=C1)C1=CC=C(C=C1)B(O)O ((4-phenoxyphenyl)boronic acid), C(C=C)(=O)Cl (acryloyl chloride). Yields the product NC1=C(C(=NC=N1)N[C@@H]1CN(C[C@H]1O)C(C=C)=O)C1=CC=C(C=C1)OC1=CC=CC=C1 (1-(trans-3-((6-amino-5-(4-phenoxyphenyl)pyrimidin-4-yl)amino)-4-hydroxypyrrolidin-1-yl)prop-2-en-1-one). RXN SMILES: Cl[C:2]1[C:3]([NH2:9])=[N:4][CH:5]=[N:6][C:7]=1Cl.[NH2:10][C@H:11]1[C@H:15]([OH:16])[CH2:14][N:13]([C:17]([O:19]C(C)(C)C)=O)[CH2:12]1.[O:24]([C:31]1[CH:36]=[CH:35][C:34](B(O)O)=[CH:33][CH:32]=1)[C:25]1[CH:30]=[CH:29][CH:28]=[CH:27][CH:26]=1.[C:40](Cl)(=O)[CH:41]=C>>[NH2:9][C:3]1[N:4]=[CH:5][N:6]=[C:7]([NH:10][C@H:11]2[C@H:15]([OH:16])[CH2:14][N:13]([C:17](=[O:19])[CH:40]=[CH2:41])[CH2:12]2)[C:2]=1[C:28]1[CH:29]=[CH:30][C:25]([O:24][C:31]2[CH:36]=[CH:35][CH:34]=[CH:33][CH:32]=2)=[CH:26][CH:27]=1. Procedure details: 1-(trans-3-((6-amino-5-(4-phenoxyphenyl)pyrimidin-4-yl)amino)-4-hydroxypyrrolidin-1-yl)prop-2-en-1-one was prepared from 5,6-dichloropyrimidin-4-amine, trans-tert-butyl 3-amino-4-hydroxypyrrolidine-1-carboxylate, (4-phenoxyphenyl)boronic acid, and acryloyl chloride using methods B, C, D, and F. HPLC purity: 100%. MS: m/z=418 [M+H]+. The reactants are C1CCOC1, Cc1nc2cc(OC3CCN(C(=O)OC(C)(C)C)CC3)c(O[Si](C)(C)C(C)(C)C)cc2n1Cc1ccc(C#N)c2ccccc12. The product is Cc1nc2cc(OC3CCN(C(=O)OC(C)(C)C)CC3)c(O)cc2n1Cc1ccc(C#N)c2ccccc12. As a reaction SMILES: [CH2:46]1[O:47][CH2:48][CH2:49][CH2:50]1.[CH3:1][c:2]1[n:3][c:4]2[c:5]([n:6]1[CH2:7][c:8]1[cH:9][cH:10][c:11]([C:18]#[N:19])[c:12]3[cH:13][cH:14][cH:15][cH:16][c:17]13)[cH:20][c:21]([O:38][Si:39]([C:40]([CH3:41])([CH3:42])[CH3:43])([CH3:44])[CH3:45])[c:22]([O:24][CH:25]1[CH2:26][CH2:27][N:28]([C:31](=[O:32])[O:33][C:34]([CH3:35])([CH3:36])[CH3:37])[CH2:29][CH2:30]1)[cH:23]2>>[CH3:1][c:2]1[n:3][c:4]2[c:5]([n:6]1[CH2:7][c:8]1[cH:9][cH:10][c:11]([C:18]#[N:19])[c:12]3[cH:13][cH:14][cH:15][cH:16][c:17]13)[cH:20][c:21]([OH:38])[c:22]([O:24][CH:25]1[CH2:26][CH2:27][N:28]([C:31](=[O:32])[O:33][C:34]([CH3:35])([CH3:36])[CH3:37])[CH2:29][CH2:30]1)[cH:23]2.